describe an organic reaction: reactants, conditions, products, and yield From a dataset of the Open Reaction Database (ORD), a public repository of structured organic reaction records. The reactants are C(CCC)[Li] (n-butyllithium), FC1=C(C=CC(=C1)F)C1(OC1)C(=O)C=1C=CC(=NC1)SC (2-(2,4-Difluorophenyl)-2-((2-methylthiopyridin-5-yl)carbonyl)oxirane). The reagents and catalysts are [Br-].C[P+](C1=CC=CC=C1)(C1=CC=CC=C1)C1=CC=CC=C1 (methyltriphenylphosphonium bromide). Solvent: C1CCOC1 (THF), C1CCOC1 (THF). Run at temperature 0 celsius, time 18 hour. Product: FC1=C(C=CC(=C1)F)C1(OC1)C(=C)C=1C=CC(=NC1)SC (2-(2,4-Difluorophenyl)-2-(1-(2-methylthiopyridin-5-yl)ethenyl)oxirane). Yield: 90.7%. RXN SMILES: [CH2:1]([Li])CCC.[F:6][C:7]1[CH:12]=[C:11]([F:13])[CH:10]=[CH:9][C:8]=1[C:14]1([C:17]([C:19]2[CH:20]=[CH:21][C:22]([S:25][CH3:26])=[N:23][CH:24]=2)=O)[CH2:16][O:15]1>[Br-].C[P+](C1C=CC=CC=1)(C1C=CC=CC=1)C1C=CC=CC=1.C1COCC1>[F:6][C:7]1[CH:12]=[C:11]([F:13])[CH:10]=[CH:9][C:8]=1[C:14]1([C:17]([C:19]2[CH:20]=[CH:21][C:22]([S:25][CH3:26])=[N:23][CH:24]=2)=[CH2:1])[CH2:16][O:15]1 |f:2.3|. Procedure: A suspension of methyltriphenylphosphonium bromide (5.0 g, 14 mmol) in THF (70 ml) was treated with n-butyllithium (2.5M solution in hexane, 5.6 ml, 14 mmol) under an atmosphere of nitrogen at -70° C. After 15 minutes at -70° C. the mixture was warmed to 0° C. and then was treated dropwise with a solution of the product of part (v) (3.9 g, 13 mmol) in THF (40 ml). The mixture was stirred at room temperature for 18 hours and then evaporated under reduced pressure. The residue was partitioned betw... The reactants are C(O)([O-])=O.[Na+] (sodium hydrogen carbonate), Cl.ClCCN(CCCl)C(CC1=CC(=CC=C1)O)C1=CC=CC=C1 (N,N-bis(2-chloroethyl)-1-phenyl-2-(3-hydroxyphenyl)ethylamine hydrochloride), C1(CCCCC1)N (cyclohexylamine). Run in C(C)O (ethanol). Run at time 24 hour. Product: C1(CCCCC1)N1CCN(CC1)C(CC1=CC(=CC=C1)O)C1=CC=CC=C1 (1-Cyclohexyl-4-[2-(3-hydroxyphenyl)-1-phenylethyl]-piperazine), dihydrobromide. Reaction SMILES: Cl.Cl[CH2:3][CH2:4][N:5]([CH:9]([C:18]1[CH:23]=[CH:22][CH:21]=[CH:20][CH:19]=1)[CH2:10][C:11]1[CH:16]=[CH:15][CH:14]=[C:13]([OH:17])[CH:12]=1)[CH2:6][CH2:7]Cl.[CH:24]1([NH2:30])[CH2:29][CH2:28][CH2:27][CH2:26][CH2:25]1.C(=O)([O-])O.[Na+]>C(O)C>[CH:24]1([N:30]2[CH2:7][CH2:6][N:5]([CH:9]([C:18]3[CH:23]=[CH:22][CH:21]=[CH:20][CH:19]=3)[CH2:10][C:11]3[CH:16]=[CH:15][CH:14]=[C:13]([OH:17])[CH:12]=3)[CH2:4][CH2:3]2)[CH2:29][CH2:28][CH2:27][CH2:26][CH2:25]1 |f:0.1,3.4|. Procedure details: In ethanol (60 ml) are dissolved dl-N,N-bis(2-chloroethyl)-1-phenyl-2-(3-hydroxyphenyl)ethylamine hydrochloride (3.7 g) and cyclohexylamine (1.4 g) and thereto is added sodium hydrogen carbonate (3.0 g). The mixture is refluxed with stirring for 24 hours. After the reaction, the solvent is distilled off. The the residue is added a diluted sodium carbonate aqueous solution and the mixture is extracted with ethyl acetate. The ethyl acetate layer is washed with water, dried over anhydrous sodium su... Isolated yield 85.5%. As a reaction SMILES: [CH:1]1[C:10]2[C:5](=[CH:6][CH:7]=[CH:8][CH:9]=2)[CH:4]=[CH:3][C:2]=1[C:11]([C:13]1[CH:18]=[CH:17][C:16]([O:19]C)=[CH:15][CH:14]=1)=[O:12].C[S-].[Na+]>CN(C)C=O>[CH:1]1[C:10]2[C:5](=[CH:6][CH:7]=[CH:8][CH:9]=2)[CH:4]=[CH:3][C:2]=1[C:11]([C:13]1[CH:14]=[CH:15][C:16]([OH:19])=[CH:17][CH:18]=1)=[O:12] |f:1.2|. Procedure details: 4-Methoxyphenyl 2-naphthyl ketone (735 mg) obtained in Example 35 was dissolved in N,N-dimethylformamide (20 ml), sodium thiomethoxide (491 mg) was added, and the admixture was refluxed under argon for 5 hours. The reaction mixture was treated in the same manner as described in Example 33 to obtain 595 mg of the title compound (yield: 86%). Yields the product C1=C(C=CC2=CC=CC=C12)C(=O)C1=CC=C(C=C1)O (4-Hydroxyphenyl 2-naphthyl ketone). The reactants are C1=C(C=CC2=CC=CC=C12)C(=O)C1=CC=C(C=C1)OC (4-Methoxyphenyl 2-naphthyl ketone), C[S-].[Na+] (sodium thiomethoxide). Solvent: CN(C=O)C (N,N-dimethylformamide). Reactants: C(C1=CC=CC=C1)N1CC2C(C1)CN(C2)C=2C(=C(C=1N(N2)C(=C(N1)C1=CC=C(C=C1)F)C1=CC(=NC=C1)N)C)C (4-[6-(5-benzylhexahydropyrrolo[3,4-c]pyrrol-2-yl)-2-(4-fluorophenyl)-7,8-dimethylimidazo[1,2-b]pyridazin-3-yl]pyrid-2-ylamine), C(=O)[O-].[NH4+] (ammonium formate). The reagents and catalysts are [Pd] (palladium-on-charcoal). Run in CO (methanol). Yields the product FC1=CC=C(C=C1)C=1N=C2N(N=C(C(=C2C)C)N2CC3CNCC3C2)C1C1=CC(=NC=C1)N (4-[2-(4-Fluorophenyl)-6-(hexahydropyrrolo[3,4-c]pyrrol-2-yl)-7,8-dimethylimidazo[1,2-b]pyridazin-3-yl]pyrid-2-ylamine). RXN SMILES: C([N:8]1[CH2:12][CH:11]2[CH2:13][N:14]([C:16]3[C:17]([CH3:40])=[C:18]([CH3:39])[C:19]4[N:20]([C:22]([C:32]5[CH:37]=[CH:36][N:35]=[C:34]([NH2:38])[CH:33]=5)=[C:23]([C:25]5[CH:30]=[CH:29][C:28]([F:31])=[CH:27][CH:26]=5)[N:24]=4)[N:21]=3)[CH2:15][CH:10]2[CH2:9]1)C1C=CC=CC=1.C([O-])=O.[NH4+]>CO.[Pd]>[F:31][C:28]1[CH:29]=[CH:30][C:25]([C:23]2[N:24]=[C:19]3[C:18]([CH3:39])=[C:17]([CH3:40])[C:16]([N:14]4[CH2:13][CH:11]5[CH:10]([CH2:9][NH:8][CH2:12]5)[CH2:15]4)=[N:21][N:20]3[C:22]=2[C:32]2[CH:37]=[CH:36][N:35]=[C:34]([NH2:38])[CH:33]=2)=[CH:26][CH:27]=1 |f:1.2|. Reported procedure: To a solution of 2.30 g (4.3 mmol) of 4-[6-(5-benzylhexahydropyrrolo[3,4-c]pyrrol-2-yl)-2-(4-fluorophenyl)-7,8-dimethylimidazo[1,2-b]pyridazin-3-yl]pyrid-2-ylamine in 150 mL of methanol are added 4 g (64 mmol) of ammonium formate and 1 g of 10% palladium-on-charcoal containing 50% water. The mixture is stirred at reflux for 2 hours and the solvent is then removed under reduced pressure. The residue is taken up in water and the resulting aqueous phase is basified using aqueous 1N sodium hydroxide... The reactants are CO, [Na+], [OH-], CCCCCN(CC(=O)N1CCCCC1)C(=O)C(CCC(=O)OC)CS(=O)(=O)c1ccc2ccccc2c1. Yields the product CCCCCN(CC(=O)N1CCCCC1)C(=O)C(CCC(=O)O)CS(=O)(=O)c1ccc2ccccc2c1. RXN SMILES: [CH3:41][OH:42].[Na+:40].[OH-:39].[cH:1]1[c:2]([S:11](=[O:12])(=[O:13])[CH2:14][CH:15]([CH2:16][CH2:17][C:18](=[O:19])[O:20][CH3:21])[C:22]([N:23]([CH2:24][C:25](=[O:26])[N:27]2[CH2:28][CH2:29][CH2:30][CH2:31][CH2:32]2)[CH2:33][CH2:34][CH2:35][CH2:36][CH3:37])=[O:38])[cH:3][cH:4][c:5]2[cH:6][cH:7][cH:8][cH:9][c:10]12>>[cH:1]1[c:2]([S:11](=[O:12])(=[O:13])[CH2:14][CH:15]([CH2:16][CH2:17][C:18](=[O:19])[OH:20])[C:22]([N:23]([CH2:24][C:25](=[O:26])[N:27]2[CH2:28][CH2:29][CH2:30][CH2:31][CH2:32]2)[CH2:33][CH2:34][CH2:35][CH2:36][CH3:37])=[O:38])[cH:3][cH:4][c:5]2[cH:6][cH:7][cH:8][cH:9][c:10]12. The reactants are Cc1cc(OCC(N)=O)ccc1NC(=O)OC(C)(C)C, O=C(O)C(F)(F)F. Yields the product Cc1cc(OCC(N)=O)ccc1N. RXN SMILES: [CH3:1][C:2]([CH3:3])([O:4][C:5](=[O:6])[NH:7][c:8]1[c:9]([CH3:19])[cH:10][c:11]([O:12][CH2:13][C:14](=[O:15])[NH2:16])[cH:17][cH:18]1)[CH3:20].[OH:21][C:22]([C:23]([F:24])([F:25])[F:26])=[O:27]>>[NH2:7][c:8]1[c:9]([CH3:19])[cH:10][c:11]([O:12][CH2:13][C:14](=[O:15])[NH2:16])[cH:17][cH:18]1. The reactants are COC(=O)C1CCCN1, C(=NC1CCCCC1)=NC1CCCCC1, ClCCl, Cc1ccc(C(=O)O)c(O)c1[N+](=O)[O-]. The product is COC(=O)C1CCCN1c1ccc(C)c([N+](=O)[O-])c1O. RXN SMILES: [CH3:1][O:2][C:3]([CH:4]1[NH:5][CH2:6][CH2:7][CH2:8]1)=[O:9].[CH:10]1([N:11]=[C:12]=[N:13][CH:14]2[CH2:15][CH2:16][CH2:17][CH2:18][CH2:19]2)[CH2:20][CH2:21][CH2:22][CH2:23][CH2:24]1.[Cl:39][CH2:40][Cl:41].[OH:25][c:26]1[c:27]([N+:36](=[O:37])[O-:38])[c:28]([CH3:35])[cH:29][cH:30][c:31]1[C:32]([OH:33])=[O:34]>>[CH3:1][O:2][C:3]([CH:4]1[N:5]([c:31]2[c:26]([OH:25])[c:27]([N+:36](=[O:37])[O-:38])[c:28]([CH3:35])[cH:29][cH:30]2)[CH2:6][CH2:7][CH2:8]1)=[O:9]. The reactants are C(#N)C=1C=C(OC2=C(C(=C(C(=N2)OC=2C=C(C(=O)O)C=CC2OC)F)C)F)C=CC1 (3-[(6-(3-cyanophenoxy)-3,5-difluoro-4-methylpyridin-2-yl)oxy]-4-methoxybenzoic acid), C(=O)(N1C=NC=C1)N1C=NC=C1 (1,1′-carbonyidiimidazole), O1CCCC1 (tetrahydrofuran), CNC (dimethylamine). Reaction conditions: time 3 hour. Yields the product C(#N)C=1C=C(OC2=C(C(=C(C(=N2)OC=2C=C(C(=O)N(C)C)C=CC2OC)F)C)F)C=CC1 (3-[(6-(3-cyanophenoxy)-3,5-difluoro-4-methylpyridin-2-yl)oxy]-N,N-dimethyl-4-methoxybenzamide). Reaction SMILES: [C:1]([C:3]1[CH:4]=[C:5]([CH:28]=[CH:29][CH:30]=1)[O:6][C:7]1[N:12]=[C:11]([O:13][C:14]2[CH:15]=C([CH:20]=[CH:21][C:22]=2[O:23][CH3:24])C(O)=O)[C:10]([F:25])=[C:9]([CH3:26])[C:8]=1[F:27])#[N:2].[C:31]([N:38]1[CH:42]=[CH:41]N=[CH:39]1)(N1C=CN=C1)=O.CNC.[O:46]1CCCC1>>[C:1]([C:3]1[CH:4]=[C:5]([CH:28]=[CH:29][CH:30]=1)[O:6][C:7]1[N:12]=[C:11]([O:13][C:14]2[CH:15]=[C:41]([CH:20]=[CH:21][C:22]=2[O:23][CH3:24])[C:42]([N:38]([CH3:31])[CH3:39])=[O:46])[C:10]([F:25])=[C:9]([CH3:26])[C:8]=1[F:27])#[N:2]. Reported procedure: To 3-[(6-(3-cyanophenoxy)-3,5-difluoro-4-methylpyridin-2-yl)oxy]-4-methoxybenzoic acid (0.47 g, 1.1 mmol) in tetrahydrofuran (12 mL) was added 1,1′-carbonyidiimidazole (0.22 g, 1.4 mmol) and stirred at ambient temperature for 3 hours. Then dimethylamine (aq, 0.077 g, 1.7 mmol) was added. After stirring for 12 hours the solution was partitioned between water and ethyl acetate. The organic layer was separated, dried (MgSO4), and the solvent was removed in vacuo. Chromatography on silica gel with e...